describe an organic reaction: reactants, conditions, products, and yield From a dataset of the Open Reaction Database (ORD), a public repository of structured organic reaction records. The reactants are C(C1=CC=CC=C1)OC(=O)N(C)CC1=C(C=CC(=C1)[N+](=O)[O-])CC(=O)OCC (Ethyl 2-(2-((((benzyloxy)carbonyl)(methyl)amino)methyl)-4-nitrophenyl)acetate), [Cl-].[NH4+] (ammonium chloride). Reagents/catalysts: [Zn] (zinc). The solvent is CO (methanol), C1CCOC1 (THF). Run at time 18 hour. Product: NC1=CC(=C(C=C1)CC(=O)OCC)CN(C)C(=O)OCC1=CC=CC=C1 (Ethyl 2-(4-amino-2-((((benzyloxy)carbonyl)(methyl)amino)methyl)phenyl)acetate). Yield: 81.3%. As a reaction SMILES: [CH2:1]([O:8][C:9]([N:11]([CH2:13][C:14]1[CH:19]=[C:18]([N+:20]([O-])=O)[CH:17]=[CH:16][C:15]=1[CH2:23][C:24]([O:26][CH2:27][CH3:28])=[O:25])[CH3:12])=[O:10])[C:2]1[CH:7]=[CH:6][CH:5]=[CH:4][CH:3]=1.[Cl-].[NH4+]>CO.C1COCC1.[Zn]>[NH2:20][C:18]1[CH:17]=[CH:16][C:15]([CH2:23][C:24]([O:26][CH2:27][CH3:28])=[O:25])=[C:14]([CH2:13][N:11]([C:9]([O:8][CH2:1][C:2]2[CH:3]=[CH:4][CH:5]=[CH:6][CH:7]=2)=[O:10])[CH3:12])[CH:19]=1 |f:1.2|. Reported procedure: To a solution of 15B (2.062 g, 5.34 mmol) in methanol (30 mL) and THF (5 mL) was added zinc (dust) (3.49 g, 53.4 mmol) and ammonium chloride (5.71 g, 107 mmol). The resulting solution was stirred at rt for 18 h. MeOH was removed under reduced pressure, to the residue Na2CO3 (aq, 100 mL) and EtOAc (250 mL) were added, and the suspension was stirred vigorously for 10 min, filtered though glass frit, solid residue was washed with EtOAc (3×150 mL). Combined EtOAc fractions were washed with std. Na2C... Starting materials: BrC1=CC(=C(C=C1)CO)Cl ((4-bromo-2-chlorophenyl)methanol), CC(=O)OI1(C=2C=CC=CC2C(=O)O1)(OC(=O)C)OC(=O)C (Dess-Martin periodinane), alcohol, CCOC(=O)C (EtOAc). Solvent: C(Cl)Cl (DCM). Conditions: time 20 minute. As a reaction SMILES: [Br:1][C:2]1[CH:7]=[CH:6][C:5]([CH2:8][OH:9])=[C:4]([Cl:10])[CH:3]=1.CC(OI1(OC(C)=O)(OC(C)=O)OC(=O)C2C=CC=CC1=2)=O.CCOC(C)=O>C(Cl)Cl>[Br:1][C:2]1[CH:7]=[CH:6][C:5]([CH:8]=[O:9])=[C:4]([Cl:10])[CH:3]=1. Procedure details: To a stirring solution of (4-bromo-2-chlorophenyl)methanol (4.5 g, 20 mmol) in DCM (50 mL) was added Dess-Martin periodinane (9.3 g) at 23° C. Reaction refluxed after addition. After 20 min, TLC (1:4 EtOAc/Hex) suggests full conversion of alcohol. Suspension then washed with 5% NaHCO3 (100 mL plus 15 g dry NaHCO3). Organic dried over MgSO4, concentrated onto dry silica (15 g), then purified on silica (120 g) eluting with 0>10% EtOAc/hex. 4-bromo-2-chlorobenzaldehyde isolated as a white solid. Yields the product BrC1=CC(=C(C=O)C=C1)Cl (4-bromo-2-chlorobenzaldehyde). The reactants are FC(C(=O)O)(F)C1=CC=C(C=C1)CC(C)C (a,α-difluoro-4-isobutyl-phenylacetic acid). Reagents/catalysts: [Pt]=O (platinum oxide). The solvent is C(C)(=O)O (acetic acid). Conditions: time 24 hour. Yields the product C1(CCCCC1)C(C(=O)O)(F)F (2-cyclohexyl-2,2-difluoro-acetic acid). Isolated yield 115.1%. As a reaction SMILES: [F:1][C:2]([C:7]1[CH:12]=[CH:11][C:10](CC(C)C)=[CH:9][CH:8]=1)([F:6])[C:3]([OH:5])=[O:4]>C(O)(=O)C.[Pt]=O>[CH:7]1([C:2]([F:1])([F:6])[C:3]([OH:5])=[O:4])[CH2:8][CH2:9][CH2:10][CH2:11][CH2:12]1. Reported procedure: a,α-difluoro-4-isobutyl-phenylacetic acid (900 mg, 3.9 mmol) and platinum oxide (50 mg) were suspended in acetic acid (10 ml). The mixture was hydrogenated at 50 psi for 24 hours. The mixture was filtered over celite, washed with methylene chloride, concentrated in vacuo to give 2-cyclohexyl-2,2-difluoro-acetic acid as an oil (800 mg, 88%). Product: CC(C)(C)NC1CCC(N2CCC(N)C2=O)C(NC(=O)OCC[Si](C)(C)C)C1. Starting materials: CC(C)(C)NC1CCC(N2CCC(NC(=O)OCc3ccccc3)C2=O)C(NC(=O)OCC[Si](C)(C)C)C1, CO, [H][H]. RXN SMILES: [CH2:1]([O:2][C:3](=[O:4])[NH:11][CH:12]1[C:13](=[O:38])[N:14]([CH:17]2[CH:18]([NH:28][C:29]([O:30][CH2:31][CH2:32][Si:33]([CH3:34])([CH3:35])[CH3:36])=[O:37])[CH2:19][CH:20]([NH:23][C:24]([CH3:25])([CH3:26])[CH3:27])[CH2:21][CH2:22]2)[CH2:15][CH2:16]1)[c:5]1[cH:6][cH:7][cH:8][cH:9][cH:10]1.[CH3:41][OH:42].[H:39][H:40]>>[NH2:11][CH:12]1[C:13](=[O:38])[N:14]([CH:17]2[CH:18]([NH:28][C:29]([O:30][CH2:31][CH2:32][Si:33]([CH3:34])([CH3:35])[CH3:36])=[O:37])[CH2:19][CH:20]([NH:23][C:24]([CH3:25])([CH3:26])[CH3:27])[CH2:21][CH2:22]2)[CH2:15][CH2:16]1. The reactants are CO, O=Cc1ccccc1, NNc1ccc(Oc2ccccc2)cc1. Product: C(=NNc1ccc(Oc2ccccc2)cc1)c1ccccc1. As a reaction SMILES: [CH3:24][OH:25].[CH:16](=[O:17])[c:18]1[cH:19][cH:20][cH:21][cH:22][cH:23]1.[O:1]([c:2]1[cH:3][cH:4][cH:5][cH:6][cH:7]1)[c:8]1[cH:9][cH:10][c:11]([NH:14][NH2:15])[cH:12][cH:13]1>>[O:1]([c:2]1[cH:3][cH:4][cH:5][cH:6][cH:7]1)[c:8]1[cH:9][cH:10][c:11]([NH:14][N:15]=[CH:16][c:18]2[cH:19][cH:20][cH:21][cH:22][cH:23]2)[cH:12][cH:13]1. Reactants: CC=1NC=CN1 (2-methylimidazole), ClC=1N=C(C2=C(N1)SC=C2C)NCCC2=CC1=C(C=C2)OCO1 (2-chloro-5-methyl-4-(3,4-methylenedioxyphenethylamino)-thieno-[2,3-d]-pyrimidine). Product: CC=1N(C=CN1)C=1N=C(C2=C(N1)SC=C2C)NCCC2=CC1=C(C=C2)OCO1 (2-(2-methylimidazol-1-yl)-5-methyl-4-(3,4-methylenedioxyphenethylamino)-thieno-[2,3-d]-pyrimidine). Reaction SMILES: [CH3:1][C:2]1[NH:3][CH:4]=[CH:5][N:6]=1.Cl[C:8]1[N:9]=[C:10]([NH:18][CH2:19][CH2:20][C:21]2[CH:26]=[CH:25][C:24]3[O:27][CH2:28][O:29][C:23]=3[CH:22]=2)[C:11]2[C:16]([CH3:17])=[CH:15][S:14][C:12]=2[N:13]=1>>[CH3:1][C:2]1[N:3]([C:8]2[N:9]=[C:10]([NH:18][CH2:19][CH2:20][C:21]3[CH:26]=[CH:25][C:24]4[O:27][CH2:28][O:29][C:23]=4[CH:22]=3)[C:11]3[C:16]([CH3:17])=[CH:15][S:14][C:12]=3[N:13]=2)[CH:4]=[CH:5][N:6]=1. Reported procedure: Following the procedure of Example 97, the reaction of 2-methylimidazole with 2-chloro-5-methyl-4-(3,4-methylenedioxyphenethylamino)-thieno-[2,3-d]-pyrimidine gives 2-(2-methylimidazol-1-yl)-5-methyl-4-(3,4-methylenedioxyphenethylamino)-thieno-[2,3-d]-pyrimidine. The reactants are CC(C)Oc1ccc(-c2ncc(Br)s2)cc1Cl, CCc1c(C=O)cccc1B1OC(C)(C)C(C)(C)O1, CN(C)C=O, [K+], [K+], [K+], O, O=P([O-])([O-])[O-], c1ccc(P(c2ccccc2)(c2ccccc2)[Pd](P(c2ccccc2)(c2ccccc2)c2ccccc2)(P(c2ccccc2)(c2ccccc2)c2ccccc2)P(c2ccccc2)(c2ccccc2)c2ccccc2)cc1. Yields the product CCc1c(C=O)cccc1-c1cnc(-c2ccc(OC(C)C)c(Cl)c2)s1. Reaction SMILES: [Br:1][c:2]1[cH:3][n:4][c:5](-[c:7]2[cH:8][c:9]([Cl:17])[c:10]([O:13][CH:14]([CH3:15])[CH3:16])[cH:11][cH:12]2)[s:6]1.[CH2:18]([CH3:19])[c:20]1[c:21]([CH:22]=[O:23])[cH:24][cH:25][cH:26][c:27]1[B:28]1[O:29][C:30]([CH3:31])([CH3:32])[C:33]([CH3:34])([CH3:35])[O:36]1.[CH3:45][N:46]([CH3:47])[CH:48]=[O:49].[K+:42].[K+:43].[K+:44].[OH2:50].[P:37]([O-:38])([O-:39])([O-:40])=[O:41].[cH:51]1[cH:52][cH:53][c:54]([P:55]([Pd:56]([P:57]([c:58]2[cH:59][cH:60][cH:61][cH:62][cH:63]2)([c:64]2[cH:65][cH:66][cH:67][cH:68][cH:69]2)[c:70]2[cH:71][cH:72][cH:73][cH:74][cH:75]2)([P:76]([c:77]2[cH:78][cH:79][cH:80][cH:81][cH:82]2)([c:83]2[cH:84][cH:85][cH:86][cH:87][cH:88]2)[c:89]2[cH:90][cH:91][cH:92][cH:93][cH:94]2)[P:95]([c:96]2[cH:97][cH:98][cH:99][cH:100][cH:101]2)([c:102]2[cH:103][cH:104][cH:105][cH:106][cH:107]2)[c:108]2[cH:109][cH:110][cH:111][cH:112][cH:113]2)([c:114]2[cH:115][cH:116][cH:117][cH:118][cH:119]2)[c:120]2[cH:121][cH:122][cH:123][cH:124][cH:125]2)[cH:126][cH:127]1>>[c:2]1(-[c:27]2[c:20]([CH2:18][CH3:19])[c:21]([CH:22]=[O:23])[cH:24][cH:25][cH:26]2)[cH:3][n:4][c:5](-[c:7]2[cH:8][c:9]([Cl:17])[c:10]([O:13][CH:14]([CH3:15])[CH3:16])[cH:11][cH:12]2)[s:6]1.